This data is from the Open Reaction Database (ORD), a public repository of structured organic reaction records. The task is: describe an organic reaction: reactants, conditions, products, and yield The reactants are CC(C)(C)OC(=O)c1ccc(Cl)c(C(=O)Nc2cnc3[nH]ccc3c2)c1, ClCCl, O=C(O)C(F)(F)F. The product is O=C(O)c1ccc(Cl)c(C(=O)Nc2cnc3[nH]ccc3c2)c1. As a reaction SMILES: [C:1]([CH3:2])([CH3:3])([CH3:4])[O:5][C:6]([c:7]1[cH:8][c:9]([C:10](=[O:11])[NH:12][c:13]2[cH:14][c:15]3[c:16]([n:17][cH:18]2)[nH:19][cH:20][cH:21]3)[c:22]([Cl:25])[cH:23][cH:24]1)=[O:26].[Cl:34][CH2:35][Cl:36].[OH:27][C:28]([C:29]([F:30])([F:31])[F:32])=[O:33]>>[O:5]=[C:6]([c:7]1[cH:8][c:9]([C:10](=[O:11])[NH:12][c:13]2[cH:14][c:15]3[c:16]([n:17][cH:18]2)[nH:19][cH:20][cH:21]3)[c:22]([Cl:25])[cH:23][cH:24]1)[OH:26].